This data is from the Open Reaction Database (ORD), a public repository of structured organic reaction records. The task is: describe an organic reaction: reactants, conditions, products, and yield Reactants: CS(C)=O, CCN(C(C)C)C(C)C, Nc1cc(Cl)c(F)cc1[N+](=O)[O-], CC(C)OC(=O)N1CCC(ON=C2CCNCC2)CC1, [Na+], O=C([O-])O. Product: CC(C)OC(=O)N1CCC(ON=C2CCN(c3cc(N)c([N+](=O)[O-])cc3F)CC2)CC1. RXN SMILES: [CH3:42][S:43]([CH3:44])=[O:45].[CH:33]([N:34]([CH:35]([CH3:36])[CH3:37])[CH2:38][CH3:39])([CH3:40])[CH3:41].[Cl:21][c:22]1[c:23]([F:32])[cH:24][c:25]([N+:29](=[O:30])[O-:31])[c:26]([NH2:28])[cH:27]1.[NH:1]1[CH2:2][CH2:3][C:4](=[N:7][O:8][CH:9]2[CH2:10][CH2:11][N:12]([C:15](=[O:16])[O:17][CH:18]([CH3:19])[CH3:20])[CH2:13][CH2:14]2)[CH2:5][CH2:6]1.[Na+:50].[O-:46][C:47]([OH:48])=[O:49]>>[N:1]1([c:22]2[c:23]([F:32])[cH:24][c:25]([N+:29](=[O:30])[O-:31])[c:26]([NH2:28])[cH:27]2)[CH2:2][CH2:3][C:4](=[N:7][O:8][CH:9]2[CH2:10][CH2:11][N:12]([C:15](=[O:16])[O:17][CH:18]([CH3:19])[CH3:20])[CH2:13][CH2:14]2)[CH2:5][CH2:6]1. Starting materials: C(=O)(C(F)(F)F)O (TFA), C(C)(C)(C)OC(NCC1=CC2=C(N(C(=N2)CN2C(N(C(C3=CC=CC=C23)=O)CC(F)(F)F)=O)CCCCF)C=C1)=O ([2-[2,4-dioxo-3-(2,2,2-trifluoro-ethyl)-3,4-dihydro-2H-quinazolin-1-ylmethyl]-1-(4-fluoro-butyl)-1H-benzoimidazol-5-ylmethyl]-carbamic acid tert-butyl ester), C(C)(=O)Cl (acetyl cloride). Solvent: C(Cl)Cl (DCM). Run at time 6 hour. Yields the product NCC1=CC2=C(N(C(=N2)CN2C(N(C(C3=CC=CC=C23)=O)CC(F)(F)F)=O)CCCCF)C=C1 (1-[5-Aminomethyl-1-(4-fluoro-butyl)-1H-benzoimidazol-2-ylmethyl]-3-(2,2,2-trifluoro-ethyl)-1H-quinazoline-2,4-dione). RXN SMILES: C(OC(=O)[NH:7][CH2:8][C:9]1[CH:40]=[CH:39][C:12]2[N:13]([CH2:34][CH2:35][CH2:36][CH2:37][F:38])[C:14]([CH2:16][N:17]3[C:26]4[C:21](=[CH:22][CH:23]=[CH:24][CH:25]=4)[C:20](=[O:27])[N:19]([CH2:28][C:29]([F:32])([F:31])[F:30])[C:18]3=[O:33])=[N:15][C:11]=2[CH:10]=1)(C)(C)C.C(O)(C(F)(F)F)=O.C(Cl)(=O)C>C(Cl)Cl>[NH2:7][CH2:8][C:9]1[CH:40]=[CH:39][C:12]2[N:13]([CH2:34][CH2:35][CH2:36][CH2:37][F:38])[C:14]([CH2:16][N:17]3[C:26]4[C:21](=[CH:22][CH:23]=[CH:24][CH:25]=4)[C:20](=[O:27])[N:19]([CH2:28][C:29]([F:32])([F:31])[F:30])[C:18]3=[O:33])=[N:15][C:11]=2[CH:10]=1. Procedure: To a cooled (0° C.) solution of [2-[2,4-dioxo-3-(2,2,2-trifluoro-ethyl)-3,4-dihydro-2H-quinazolin-1-ylmethyl]-1-(4-fluoro-butyl)-1H-benzoimidazol-5-ylmethyl]-carbamic acid tert-butyl ester (51 mg, 0.088 mmol) in DCM (2 mL) was added TFA (204 μL, 2.65 mmol). The solution was allowed to reach room temperature and stirred for 6 hrs. The volatiles were removed in vacuo and the residue was stripped with methanol. The TFA salt was dissolved in methanol followed by the addition of acetyl cloride (63 μL... Reactants: COC1=C(CN2[C@H]3C\C=C/C[C@@H](C2=O)N(C3=O)C3=CC2=CC=CC=C2C=C3)C=CC(=C1)OC (Z-(1S,6S)-7-(2,4-Dimethoxy-benzyl)-9-naphthalen-2-yl-7,9-diaza-bicyclo[4.2.2]dec-3-ene-8,10-dione), CC(C)C[AlH]CC(C)C (DiBAl-H). Run in C1CCOC1 (THF). Conditions: temperature 130 celsius, time 8 hour. The product is COC1=C(CN2[C@H]3C\C=C/C[C@@H](C2)N(C3)C3=CC2=CC=CC=C2C=C3)C=CC(=C1)OC (Z-(1S,6S)-7-(2,4-Dimethoxy-benzyl)-9-naphthalen-2-yl-7,9-diaza-bicyclo[4.2.2]dec-3-ene). As a reaction SMILES: [CH3:1][O:2][C:3]1[CH:31]=[C:30]([O:32][CH3:33])[CH:29]=[CH:28][C:4]=1[CH2:5][N:6]1[C:13](=O)[C@H:12]2[N:15]([C:18]3[CH:27]=[CH:26][C:25]4[C:20](=[CH:21][CH:22]=[CH:23][CH:24]=4)[CH:19]=3)[C:16](=O)[C@@H:7]1[CH2:8][CH:9]=[CH:10][CH2:11]2.CC(C[AlH]CC(C)C)C>C1COCC1>[CH3:1][O:2][C:3]1[CH:31]=[C:30]([O:32][CH3:33])[CH:29]=[CH:28][C:4]=1[CH2:5][N:6]1[CH2:13][C@H:12]2[N:15]([C:18]3[CH:27]=[CH:26][C:25]4[C:20](=[CH:21][CH:22]=[CH:23][CH:24]=4)[CH:19]=3)[CH2:16][C@@H:7]1[CH2:8][CH:9]=[CH:10][CH2:11]2. Procedure: Z-(1S,6S)-7-(2,4-Dimethoxy-benzyl)-9-naphthalen-2-yl-7,9-diaza-bicyclo[4.2.2]dec-3-ene-8,10-dione (102 mg, 0.023 mmol), THF (1 mL) and DiBAl-H (6 mL, 6 mmol, [1M]) were placed in a μW tube under argon vent then heated to 130° C. for 900 sec. The reaction was quenched with Rochelle's solution and diethyl ether and the resulting mixture stirred overnight. The organic layer was separated and dried with magnesium sulfate, filtered and the solvent evaporated under reduced pressure to yield a crude oi... The reactants are C(C)(C)(C)C(C1=CC=C(OCCCOS(=O)(=O)C2=CC=C(C=C2)C)C=C1)OC=1C=NNC(C1Cl)=O (toluene-4-sulfonic acid 3-[4-(1-tert-butyl-5-chloro-6-oxo-1,6-dihydro-pyridazin-4-yloxymethyl)phenoxy]propyl ester), [F-].[K+] (potassium fluoride). Solvent: C(C)#N (acetonitrile), C(C)#N (acetonitrile). Conditions: time 40 minute. Yields the product C(C)(C)(C)N1N=CC(=C(C1=O)Cl)OCC1=CC=C(C=C1)OCCCF (2-tert-butyl-4-chloro-5-[4-(3-fluoropropoxy)benzyloxy]-2H-pyridazin-3-one). Yield: 50.2%. Reaction SMILES: C([CH:5]([O:27][C:28]1[CH:29]=[N:30][NH:31][C:32](=[O:35])[C:33]=1[Cl:34])[C:6]1[CH:26]=[CH:25][C:9]([O:10][CH2:11][CH2:12][CH2:13]OS(C2C=CC(C)=CC=2)(=O)=O)=[CH:8][CH:7]=1)(C)(C)C.[F-:36].[K+]>C(#N)C>[C:6]([N:31]1[C:32](=[O:35])[C:33]([Cl:34])=[C:28]([O:27][CH2:5][C:6]2[CH:7]=[CH:8][C:9]([O:10][CH2:11][CH2:12][CH2:13][F:36])=[CH:25][CH:26]=2)[CH:29]=[N:30]1)([CH3:26])([CH3:7])[CH3:5] |f:1.2|. Reported procedure: To a scintillation vial containing a suspension of Example 4F (4.5 mg, 8.64×10−3 mmol) in anhydrous acetonitrile (0.25 mL) was added a solution of potassium fluoride (1.6 mg, 4.07×10−2 mmol) and kryptofix (15.0 mg, 4.07×10−2 mmol) in anhydrous acetonitrile (0.25 mL). The vial was capped and lowered into a 90° C. oil bath. The reaction was allowed to stir for 40 minutes. The reaction was cooled and concentrated under reduced pressure. Preparatory thin layer chromatography [silica gel; eluent pent... Starting materials: Cl.C1CC12CNCC2 (5-azaspiro[2.4]heptane hydrochloride), CN(C)C(=[N+](C)C)ON1C2=C(C=CC=C2)N=N1.[B-](F)(F)(F)F (TBTU), CCN(C(C)C)C(C)C (DIEA), C1(CC1)COC1=C(C=CC(=N1)C(=O)O)N1CC(C1)(F)F (6-cyclopropylmethoxy-5-(3,3-difluoro-azetidin-1-yl)-pyridine-2-carboxylic acid). Yields the product C1CC12CN(CC2)C(=O)C2=NC(=C(C=C2)N2CC(C2)(F)F)OCC2CC2 ((5-Aza-spiro[2.4]hept-5-yl)-[6-cyclopropylmethoxy-5-(3,3-difluoro-azetidin-1-yl)-pyridin-2-yl]-methanone). RXN SMILES: [CH:1]1([CH2:4][O:5][C:6]2[N:11]=[C:10]([C:12]([OH:14])=O)[CH:9]=[CH:8][C:7]=2[N:15]2[CH2:18][C:17]([F:20])([F:19])[CH2:16]2)[CH2:3][CH2:2]1.Cl.[CH2:22]1[C:24]2([CH2:28][CH2:27][NH:26][CH2:25]2)[CH2:23]1.CN(C(ON1N=NC2C=CC=CC1=2)=[N+](C)C)C.[B-](F)(F)(F)F.CCN(C(C)C)C(C)C>>[CH2:23]1[C:24]2([CH2:28][CH2:27][N:26]([C:12]([C:10]3[CH:9]=[CH:8][C:7]([N:15]4[CH2:18][C:17]([F:20])([F:19])[CH2:16]4)=[C:6]([O:5][CH2:4][CH:1]4[CH2:2][CH2:3]4)[N:11]=3)=[O:14])[CH2:25]2)[CH2:22]1 |f:1.2,3.4|. Procedure details: In analogy to the procedure described in Example 47 b), 6-cyclopropylmethoxy-5-(3,3-difluoro-azetidin-1-yl)-pyridine-2-carboxylic acid (Example 1 b)) was reacted with 5-azaspiro[2.4]heptane hydrochloride (3659-21-0) in the presence of TBTU and DIEA to obtain the title compound as colorless oil; MS (EI): m/e=364.5 [MH+].